From a dataset of the Open Reaction Database (ORD), a public repository of structured organic reaction records. describe an organic reaction: reactants, conditions, products, and yield The reactants are C(C1=CC=CC=C1)OC(=O)NCCCCC(C(C(=O)OCC)C1=CC=CC=C1)=O (ethyl 7-(N-benzyloxycarbonylamino)-3-oxo-2-phenylheptanoate), [RuI(p-cymene)(S)-BINAP]I, compound. The solvent is CO (methanol). The product is C(C1=CC=CC=C1)OC(=O)NCCCCC(C(C(=O)OCC)C1=CC=CC=C1)O (ethyl 7-(N-benzyloxycarbonylamino)-3-hydroxy-2-phenylheptanoate). The yield is 65.3%. Reaction SMILES: [CH2:1]([O:8][C:9]([NH:11][CH2:12][CH2:13][CH2:14][CH2:15][C:16](=[O:29])[CH:17]([C:23]1[CH:28]=[CH:27][CH:26]=[CH:25][CH:24]=1)[C:18]([O:20][CH2:21][CH3:22])=[O:19])=[O:10])[C:2]1[CH:7]=[CH:6][CH:5]=[CH:4][CH:3]=1>CO>[CH2:1]([O:8][C:9]([NH:11][CH2:12][CH2:13][CH2:14][CH2:15][CH:16]([OH:29])[CH:17]([C:23]1[CH:28]=[CH:27][CH:26]=[CH:25][CH:24]=1)[C:18]([O:20][CH2:21][CH3:22])=[O:19])=[O:10])[C:2]1[CH:3]=[CH:4][CH:5]=[CH:6][CH:7]=1. Procedure details: The same procedures as in Example 8 were performed except that 0.1 g (0.25 mmol) of ethyl 7-(N-benzyloxycarbonylamino)-3-oxo-2-phenylheptanoate and 1.4 mg (0.00125 mmol) of [RuI(p-cymene)(S)-BINAP]I were placed in an 100 ml autoclave, 2 ml of methanol was added, and the reaction was performed under a hydrogen pressure of 65 kg/cm2 for 18 hours, to prepare the target compound as a colorless oil. (Yield was 65.3%) The ratio of the syn-form to the anti-form was 87.5:12.5, and the optical purity of ... RXN SMILES: [OH:1][C:2]1[CH:11]=[CH:10][C:5]2[O:6][CH2:7][C:8](=[O:9])[C:4]=2[CH:3]=1.C([O-])([O-])=O.[K+].[K+].[CH2:18]([O:20][C:21](=[O:24])[CH2:22]Br)[CH3:19].CCCCCC>O1CCCC1.C(OCC)(=O)C>[CH2:18]([O:20][C:21]([CH2:22][O:1][C:2]1[CH:11]=[CH:10][C:5]2[O:6][CH2:7][C:8](=[O:9])[C:4]=2[CH:3]=1)=[O:24])[CH3:19] |f:1.2.3|. Yield: 98.0%. The reactants are CCCCCC (n-hexane), OC1=CC2=C(OCC2=O)C=C1 (5-hydroxybenzo[b]furan-3-one), C(=O)([O-])[O-].[K+].[K+] (K2CO3), C(C)OC(CBr)=O (bromoacetic acid ethyl ester). Reported procedure: 3.00 g (20 mmol) XVIII, 3.96 g (40 mmol) K2CO3 and 5.54 ml (50 mmol) bromoacetic acid ethyl ester were heated under reflux for 72 h in 150 ml tetrahydrofuran. After filtration, the solvent was removed. Flash chromatography (200 g SiO2, n-hexane:ethyl acetate=2:1) produced 4.63 g (19.6 mmol, 98%) XIX. Run in C(C)(=O)OCC (ethyl acetate), O1CCCC1 (tetrahydrofuran). Product: SiO2, C(C)OC(=O)COC1=CC2=C(OCC2=O)C=C1 (5-ethoxycarbonylmethoxybenzo[b]furan-3-one).